This data is from the Open Reaction Database (ORD), a public repository of structured organic reaction records. The task is: describe an organic reaction: reactants, conditions, products, and yield The reactants are O=C1c2ccccc2C(=O)N1CCCCBr, O=C([O-])[O-], CN(C)C=O, [K+], [K+]. Yields the product O=C1NC(=O)c2ccccc21. As a reaction SMILES: [Br:1][CH2:2][CH2:3][CH2:4][CH2:5][N:6]1[C:7](=[O:16])[c:8]2[c:9]([cH:12][cH:13][cH:14][cH:15]2)[C:10]1=[O:11].[C:17](=[O:18])([O-:19])[O-:20].[CH3:23][N:24]([CH3:25])[CH:26]=[O:27].[K+:21].[K+:22]>>[NH:6]1[C:7](=[O:16])[c:8]2[c:9]([cH:12][cH:13][cH:14][cH:15]2)[C:10]1=[O:11]. Starting materials: COC1=C(OC)C(=O)C(CCCCCCCCCC(=O)NC(CCC(=O)OCc2ccccc2)C(N)=O)=C(C)C1=O, CO, [Cl-], O, [Pd]. Yields the product COC1=C(OC)C(=O)C(CCCCCCCCCC(=O)NC(CCC(=O)O)C(N)=O)=C(C)C1=O. RXN SMILES: [CH2:1]([c:2]1[cH:3][cH:4][cH:5][cH:6][cH:7]1)[O:8][C:9]([CH2:10][CH2:11][CH:12]([NH:13][C:14]([CH2:15][CH2:16][CH2:17][CH2:18][CH2:19][CH2:20][CH2:21][CH2:22][CH2:23][C:24]1=[C:25]([CH3:36])[C:26](=[O:35])[C:27]([O:33][CH3:34])=[C:28]([O:31][CH3:32])[C:29]1=[O:30])=[O:37])[C:38]([NH2:39])=[O:40])=[O:41].[CH3:43][OH:44].[Cl-:42].[OH2:45].[Pd:46]>>[O:8]=[C:9]([CH2:10][CH2:11][CH:12]([NH:13][C:14]([CH2:15][CH2:16][CH2:17][CH2:18][CH2:19][CH2:20][CH2:21][CH2:22][CH2:23][C:24]1=[C:25]([CH3:36])[C:26](=[O:35])[C:27]([O:33][CH3:34])=[C:28]([O:31][CH3:32])[C:29]1=[O:30])=[O:37])[C:38]([NH2:39])=[O:40])[OH:41]. Starting materials: BrCc1ccccc1Br, C1CCOC1, CCO, C[S-], [Cl-], [Li+], [NH4+]. The product is CSCc1ccccc1Br. As a reaction SMILES: [Br:4][c:5]1[c:6]([CH2:7][Br:8])[cH:9][cH:10][cH:11][cH:12]1.[CH2:18]1[O:19][CH2:20][CH2:21][CH2:22]1.[CH3:15][CH2:16][OH:17].[CH3:1][S-:2].[Cl-:13].[Li+:3].[NH4+:14]>>[CH3:1][S:2][CH2:7][c:6]1[c:5]([Br:4])[cH:12][cH:11][cH:10][cH:9]1.